Dataset: the Open Reaction Database (ORD), a public repository of structured organic reaction records. Task: describe an organic reaction: reactants, conditions, products, and yield Starting materials: OC1=C(C=CC(=C1)O)C(C(=C)C1=CC(=C(C=C1)O)O)=O (1-(2,4-dihydroxyphenyl)-2-(3′,4′-dihydroxyphenyl)-1-oxo-2-propene), [H][H] (hydrogen). Reagents/catalysts: [Pd] (palladium on carbon). The solvent is CO (methanol). Product: OC1=C(C=CC(=C1)O)C(C(C)C1=CC(=C(C=C1)O)O)=O (1-(2,4-dihydroxyphenyl)-2-(3′,4′-dihydroxyphenyl)-1-oxopropane). Reaction SMILES: [OH:1][C:2]1[CH:7]=[C:6]([OH:8])[CH:5]=[CH:4][C:3]=1[C:9](=[O:20])[C:10]([C:12]1[CH:17]=[CH:16][C:15]([OH:18])=[C:14]([OH:19])[CH:13]=1)=[CH2:11].[H][H]>CO.[Pd]>[OH:1][C:2]1[CH:7]=[C:6]([OH:8])[CH:5]=[CH:4][C:3]=1[C:9](=[O:20])[CH:10]([C:12]1[CH:17]=[CH:16][C:15]([OH:18])=[C:14]([OH:19])[CH:13]=1)[CH3:11]. Reported procedure: The title compound was obtained by catalytic hydrogenation of 1-(2,4-dihydroxyphenyl)-2-(3′,4′-dihydroxyphenyl)-1-oxo-2-propene obtained as in Example 3 or Example 4. To a solution of 1-(2,4-dihydroxyphenyl)-2-(3′,4′-dihydroxyphenyl)-1-oxo-2-propene in methanol was added palladium on carbon, and hydrogen gas was bubbled vigorously through the solution for ten minutes. Removal of the catalyst and evaporation of the solvent afforded the title compound.